This data is from the Open Reaction Database (ORD), a public repository of structured organic reaction records. The task is: describe an organic reaction: reactants, conditions, products, and yield Starting materials: CC(C)(C)OC(=O)N1CCNCC1, CCN(C(C)C)C(C)C, CN(C)c1ccncc1, CNC(=O)c1cnc(Cl)cc1-c1ccccc1C, ClCCl. Yields the product CNC(=O)c1cnc(N2CCN(C(=O)OC(C)(C)C)CC2)cc1-c1ccccc1C. As a reaction SMILES: [C:19]([CH3:20])([CH3:21])([CH3:22])[O:23][C:24](=[O:25])[N:26]1[CH2:27][CH2:28][NH:29][CH2:30][CH2:31]1.[CH2:32]([N:33]([CH:34]([CH3:35])[CH3:36])[CH:37]([CH3:38])[CH3:39])[CH3:40].[CH3:41][N:42]([c:43]1[cH:44][cH:45][n:46][cH:47][cH:48]1)[CH3:49].[Cl:1][c:2]1[n:3][cH:4][c:5]([C:6](=[O:7])[NH:8][CH3:9])[c:10](-[c:12]2[c:13]([CH3:18])[cH:14][cH:15][cH:16][cH:17]2)[cH:11]1.[Cl:50][CH2:51][Cl:52]>>[c:2]1([N:29]2[CH2:28][CH2:27][N:26]([C:24]([O:23][C:19]([CH3:20])([CH3:21])[CH3:22])=[O:25])[CH2:31][CH2:30]2)[n:3][cH:4][c:5]([C:6](=[O:7])[NH:8][CH3:9])[c:10](-[c:12]2[c:13]([CH3:18])[cH:14][cH:15][cH:16][cH:17]2)[cH:11]1. Starting materials: C=C[Mg+], [Cl-], C1CCOC1, CCCCC(=O)CC=CI. Yields the product C=CC(O)(CC=CI)CCCC. As a reaction SMILES: [CH:2](=[CH2:3])[Mg+:4].[Cl-:1].[O:15]1[CH2:16][CH2:17][CH2:18][CH2:19]1.[O:5]=[C:6]([CH2:7][CH:8]=[CH:9][I:10])[CH2:11][CH2:12][CH2:13][CH3:14]>>[CH:2](=[CH2:3])[C:6]([OH:5])([CH2:7][CH:8]=[CH:9][I:10])[CH2:11][CH2:12][CH2:13][CH3:14].